From a dataset of the Open Reaction Database (ORD), a public repository of structured organic reaction records. describe an organic reaction: reactants, conditions, products, and yield Starting materials: CC(=CCCCCCCCC)[SiH](CCCCCCCCCC)CCCCCCCCCC (methyldidecylsilyl-1-decene), CC(C=CCCCCCCC)[SiH](CCCCCCCCCC)CCCCCCCCCC (methyldidecylsilyl-2-decene). Reagents/catalysts: C1=CC=C(C=C1)P(C2=CC=CC=C2)C3=CC=CC=C3.C1=CC=C(C=C1)P(C2=CC=CC=C2)C3=CC=CC=C3.C1=CC=C(C=C1)P(C2=CC=CC=C2)C3=CC=CC=C3.[Cl-].[Rh] (chlorotris(triphenylphosphine)rhodium(I)). Yields the product C[SiH2]CCCCCCCCCCCCC (methyltridecylsilane). The yield is 85.0%. As a reaction SMILES: CC([SiH:12]([CH2:23]CCCCCCCCC)[CH2:13][CH2:14][CH2:15][CH2:16][CH2:17][CH2:18][CH2:19][CH2:20][CH2:21][CH3:22])=CCCCCCCCC.[CH3:33][CH:34]([SiH](CCCCCCCCCC)CCCCCCCCCC)[CH:35]=CCCCCCCC>C1C=CC(P(C2C=CC=CC=2)C2C=CC=CC=2)=CC=1.C1C=CC(P(C2C=CC=CC=2)C2C=CC=CC=2)=CC=1.C1C=CC(P(C2C=CC=CC=2)C2C=CC=CC=2)=CC=1.[Cl-].[Rh]>[CH3:23][SiH2:12][CH2:13][CH2:14][CH2:15][CH2:16][CH2:17][CH2:18][CH2:19][CH2:20][CH2:21][CH2:22][CH2:33][CH2:34][CH3:35] |f:2.3.4.5.6|. Procedure: The test of Example 20 was repeated using 0.005 gram of chlorotris(triphenylphosphine)rhodium(I). The reaction was over in one hour at 50° C., and produced an 85 percent yield of methyltridecylsilane and 15 percent of methyldidecylsilyl-1-decene and methyldidecylsilyl-2-decene. Starting materials: O=C1NC2=C(SC1)C=CC(=N2)C=O (3-oxo-3,4-dihydro-2H-pyrido[3,2-b][1,4]thiazine-6-carbaldehyde), NaBH, Cl (HCl), NCC1(CN(CC1)CCC1=C(C=NC2=CC=C(C=C12)OC)C#N)C (4-{2-[3-(aminomethyl)-3-methyl-1-pyrrolidinyl]ethyl}-6-(methyloxy)-3-quinolinecarbonitrile), NaHCO. The solvent is CO (MeOH), C(Cl)Cl (DCM). Run at time 24 hour. The product is CC1(CN(CC1)CCC1=C(C=NC2=CC=C(C=C12)OC)C#N)CNCC=1C=CC=2SCC(NC2N1)=O ((±)-4-{2-[3-methyl-3-({[(3-oxo-3,4-dihydro-2H-pyrido[3,2-b][1,4]thiazin-6-yl)methyl]amino}methyl)-1-pyrrolidinyl]ethyl}-6-(methyloxy)-3-quinolinecarbonitrile). Isolated yield 25.8%. Reaction SMILES: Cl.[NH2:2][CH2:3][C:4]1([CH3:25])[CH2:8][CH2:7][N:6]([CH2:9][CH2:10][C:11]2[C:20]3[C:15](=[CH:16][CH:17]=[C:18]([O:21][CH3:22])[CH:19]=3)[N:14]=[CH:13][C:12]=2[C:23]#[N:24])[CH2:5]1.[O:26]=[C:27]1[CH2:32][S:31][C:30]2[CH:33]=[CH:34][C:35]([CH:37]=O)=[N:36][C:29]=2[NH:28]1>CO.C(Cl)Cl>[CH3:25][C:4]1([CH2:3][NH:2][CH2:37][C:35]2[CH:34]=[CH:33][C:30]3[S:31][CH2:32][C:27](=[O:26])[NH:28][C:29]=3[N:36]=2)[CH2:8][CH2:7][N:6]([CH2:9][CH2:10][C:11]2[C:20]3[C:15](=[CH:16][CH:17]=[C:18]([O:21][CH3:22])[CH:19]=3)[N:14]=[CH:13][C:12]=2[C:23]#[N:24])[CH2:5]1. Reported procedure: To a solution of the HCl salt of 4-{2-[3-(aminomethyl)-3-methyl-1-pyrrolidinyl]ethyl}-6-(methyloxy)-3-quinolinecarbonitrile (50 mg) in MeOH (2 mL) and DCM (2 mL) were added NaHCO (130 mg, 1.6 mmol) followed by 3-oxo-3,4-dihydro-2H-pyrido[3,2-b][1,4]thiazine-6-carbaldehyde (30 mg, 0.18 mmol). After 24 h at 25° C., NaBH (10 mg, 0.27 mmol) was added. After 1 h, the reaction was concentrated and the residue was partitioned between DCM-H O. The aqueous phase was extracted several times with DCM and t... RXN SMILES: [CH2:1]([CH2:2][CH2:3][CH2:4][CH2:5][CH3:6])[c:7]1[cH:8][cH:9][c:10](-[c:13]2[cH:14][cH:15][c:16]([CH:19]3[CH2:20][CH2:21][CH:22]([CH2:25][O:26][CH2:27][c:28]4[cH:29][cH:30][c:31]([O:32][CH3:33])[cH:34][cH:35]4)[CH2:23][CH2:24]3)[cH:17][cH:18]2)[n:11][cH:12]1.[CH3:36][C:37]#[N:38].[OH2:39]>>[CH2:1]([CH2:2][CH2:3][CH2:4][CH2:5][CH3:6])[c:7]1[cH:8][cH:9][c:10](-[c:13]2[cH:14][cH:15][c:16]([CH:19]3[CH2:20][CH2:21][CH:22]([CH2:25][OH:26])[CH2:23][CH2:24]3)[cH:17][cH:18]2)[n:11][cH:12]1. Reactants: CCCCCCc1ccc(-c2ccc(C3CCC(COCc4ccc(OC)cc4)CC3)cc2)nc1, CC#N, O. The product is CCCCCCc1ccc(-c2ccc(C3CCC(CO)CC3)cc2)nc1. The reactants are [H-].[Na+] (sodium hydride), C(C1=CC=CC=C1)ON1C(NCC1)=NC1=C(C=CC=C1Cl)Cl (1-(benzyloxy)-2-[(2,6-dichlorophenyl)imino]-imidazolidine), CI (methyl iodide). Solvent: C1(=CC=CC=C1)C (toluene), CN(C=O)C (dimethylformamide). Run at time 1 hour. Product: C(C1=CC=CC=C1)ON1C(N(CC1)C)=NC1=C(C=CC=C1Cl)Cl (1-(benzyloxy)-2-[(2,6-dichlorophenyl)imino]-3-methylimidazolidine). Reaction SMILES: [CH2:1]([O:8][N:9]1[CH2:13][CH2:12][NH:11][C:10]1=[N:14][C:15]1[C:20]([Cl:21])=[CH:19][CH:18]=[CH:17][C:16]=1[Cl:22])[C:2]1[CH:7]=[CH:6][CH:5]=[CH:4][CH:3]=1.[H-].[Na+].[CH3:25]I>CN(C)C=O.C1(C)C=CC=CC=1>[CH2:1]([O:8][N:9]1[CH2:13][CH2:12][N:11]([CH3:25])[C:10]1=[N:14][C:15]1[C:16]([Cl:22])=[CH:17][CH:18]=[CH:19][C:20]=1[Cl:21])[C:2]1[CH:3]=[CH:4][CH:5]=[CH:6][CH:7]=1 |f:1.2|. Reported procedure: 16.8 g of 1-(benzyloxy)-2-[(2,6-dichlorophenyl)imino]-imidazolidine are dissolved in 80 ml of dimethylformamide and treated while stirring at room temperature with 1.44 g of sodium hydride. After 1 hour, there is added dropwise thereto a solution of 4 ml of methyl iodide in 20 ml of toluene. The temperature rises to 48°. After 16 hours, the mixture is poured into ice and extracted with ether. The organic phase is washed successively with water, 15 percent tartaric acid solution and water, dried ... Starting materials: O=C([O-])[O-], O=C(Cl)c1ccccc1, ClCCl, [K+], [K+], COC(=O)c1cccc(O)c1O. The product is COC(=O)c1cccc(OC(=O)c2ccccc2)c1O. RXN SMILES: [C:13](=[O:14])([O-:15])[O-:16].[C:19]([c:20]1[cH:21][cH:22][cH:23][cH:24][cH:25]1)(=[O:26])[Cl:27].[Cl:28][CH2:29][Cl:30].[K+:17].[K+:18].[OH:1][c:2]1[c:3]([C:4](=[O:5])[O:6][CH3:7])[cH:8][cH:9][cH:10][c:11]1[OH:12]>>[OH:1][c:2]1[c:3]([C:4](=[O:5])[O:6][CH3:7])[cH:8][cH:9][cH:10][c:11]1[O:12][C:19]([c:20]1[cH:21][cH:22][cH:23][cH:24][cH:25]1)=[O:26]. Reactants: CN, Cc1ccc(C(=O)NC2CC2)cc1-n1ccnc(NC(C)(C)c2ccccc2OCCCl)c1=O, C1COCCO1. Product: CNCCOc1ccccc1C(C)(C)Nc1nccn(-c2cc(C(=O)NC3CC3)ccc2C)c1=O. Reaction SMILES: [CH3:35][NH2:36].[Cl:1][CH2:2][CH2:3][O:4][c:5]1[c:6]([C:11]([CH3:12])([CH3:13])[NH:14][c:15]2[c:16](=[O:34])[n:17](-[c:21]3[cH:22][c:23]([C:24](=[O:25])[NH:26][CH:27]4[CH2:28][CH2:29]4)[cH:30][cH:31][c:32]3[CH3:33])[cH:18][cH:19][n:20]2)[cH:7][cH:8][cH:9][cH:10]1.[O:37]1[CH2:38][CH2:39][O:40][CH2:41][CH2:42]1>>[CH2:2]([CH2:3][O:4][c:5]1[c:6]([C:11]([CH3:12])([CH3:13])[NH:14][c:15]2[c:16](=[O:34])[n:17](-[c:21]3[cH:22][c:23]([C:24](=[O:25])[NH:26][CH:27]4[CH2:28][CH2:29]4)[cH:30][cH:31][c:32]3[CH3:33])[cH:18][cH:19][n:20]2)[cH:7][cH:8][cH:9][cH:10]1)[NH:36][CH3:35]. Reactants: COC=1C=C2CCCC(C2=CC1)C(CC)=O (1-(1,2,3,4-Tetrahydro-6-methoxy-1-naphthyl)propan-1-one), CN (methylamine). Yields the product COC=1C=C2CCCC(C2=CC1)C(CC)NC (1-(6-Methoxy-1,2,3,4-tetrahydro-1-naphthyl)-N-methyl-1-amino propane). RXN SMILES: [CH3:1][O:2][C:3]1[CH:4]=[C:5]2[C:10](=[CH:11][CH:12]=1)[CH:9]([C:13](=O)[CH2:14][CH3:15])[CH2:8][CH2:7][CH2:6]2.[CH3:17][NH2:18]>>[CH3:1][O:2][C:3]1[CH:4]=[C:5]2[C:10](=[CH:11][CH:12]=1)[CH:9]([CH:13]([NH:18][CH3:17])[CH2:14][CH3:15])[CH2:8][CH2:7][CH2:6]2. Procedure: Using the product of Example 105 with the procedure described in Example 98 but replacing the ethylamine with methylamine gave the desired product.